From a dataset of the Open Reaction Database (ORD), a public repository of structured organic reaction records. describe an organic reaction: reactants, conditions, products, and yield Reactants: BrC(C(=O)NC1=CC=C(C=C1)C(F)(F)F)C(C)=O (2-bromo-3-oxo-N-[4-(trifluoromethyl)phenyl]butanamide), [C-]#N.[Na+] (sodium cyanide), Cl (HCl). Solvent: O (water), CS(=O)C (DMSO). Conditions: time 8 hour. Yields the product C/C(=C(\C#N)/C(=O)NC=1C=CC(=CC1)C(F)(F)F)/O (Teriflunomide). Yield: 85.4%. Reaction SMILES: Br[CH:2]([C:16](=[O:18])[CH3:17])[C:3]([NH:5][C:6]1[CH:11]=[CH:10][C:9]([C:12]([F:15])([F:14])[F:13])=[CH:8][CH:7]=1)=[O:4].[C-:19]#[N:20].[Na+].Cl>CS(C)=O.O>[CH3:17]/[C:16](/[OH:18])=[C:2](/[C:3]([NH:5][C:6]1[CH:11]=[CH:10][C:9]([C:12]([F:15])([F:14])[F:13])=[CH:8][CH:7]=1)=[O:4])\[C:19]#[N:20] |f:1.2|. Reported procedure: A mixture of 2-bromo-3-oxo-N-[4-(trifluoromethyl)phenyl]butanamide (10 g) [obtained from above step-b] and sodium cyanide (1.69 g) in DMSO (30 ml) was stirred at room temperature overnight. The reaction mixture was diluted with water (100 ml) and acidified with 50% HCl solution. Precipitated solid was filtered and washed with water. The solid was dried to give Teriflunomide (7.12 g). Starting materials: acid chloride, NC=1C(=C(C(=O)O)C(=C(C1I)N(C(C)=O)C)I)I (3-amino-5-(N-methylacetamido)-2,4,6-triiodobenzoic acid), S(=O)(Cl)Cl (thionyl chloride), CNC (dimethylamine), [OH-].[Na+] (sodium hydroxide). Run in O (water). The product is NC=1C(=C(C(=O)N(C)C)C(=C(C1I)N(C(C)=O)C)I)I (3-amino-2,4,6-triiodo-5-(N-methylacetamido)N,N-dimethylbenzamide). As a reaction SMILES: [NH2:1][C:2]1[C:3]([I:18])=[C:4]([C:8]([I:17])=[C:9]([N:12]([CH3:16])[C:13](=[O:15])[CH3:14])[C:10]=1[I:11])[C:5]([OH:7])=O.S(Cl)(Cl)=O.[CH3:23][NH:24][CH3:25].[OH-].[Na+]>O>[NH2:1][C:2]1[C:3]([I:18])=[C:4]([C:8]([I:17])=[C:9]([N:12]([CH3:16])[C:13](=[O:15])[CH3:14])[C:10]=1[I:11])[C:5]([N:24]([CH3:25])[CH3:23])=[O:7] |f:3.4|. Procedure: The acid chloride (16.23 g.) prepared from 3-amino-5-(N-methylacetamido)-2,4,6-triiodobenzoic acid and thionyl chloride was interacted with 60 ml. of dimethylamine (40% in water), 20 ml. of 35% aqueous sodium hydroxide and 30 ml. of water. The product was isolated and recrystallized from isopropyl alcohol to give 3-amino-2,4,6-triiodo-5-(N-methylacetamido)N,N-dimethylbenzamide as a pale yellow solid, m.p. 235°-240° C. Starting materials: C1(CCCCC1)C(C1=C(OC(=C1)C=1C=NC=C(C1)C)C)NC1=CC=C(C(=O)O)C=C1 (4-({cyclohexyl[2-methyl-5-(5-methylpyridin-3-yl)furan-3-yl]methyl}amino)benzoic acid), CNCCC(=O)OCC (ethyl 3-(methylamino)propanoate), Cl.C(C)N=C=NCCCN(C)C (1-ethyl-3-(3-dimethylaminopropyl)carbodiimide hydrochloride), O.OC1=CC=CC=2NN=NC21 (hydroxybenzotriazole monohydrate). The solvent is C(C)(=O)OCC (Ethyl acetate), CN(C=O)C (N,N-dimethylformamide), C(C)N(CC)CC (triethylamine). Run at time 1 hour. Yields the product C1(CCCCC1)C(C1=C(OC(=C1)C=1C=NC=C(C1)OC)C)NC1=CC=C(C=C1)C(=O)N(CCC(=O)O)C (3-({[4-({cyclohexyl[5-(5-methoxypyridin-3-yl)-2-methylfuran-3-yl]methyl}amino)phenyl]carbonyl}(methyl)amino)propanoic acid). Yield: 79.5%. Reaction SMILES: [CH:1]1([CH:7]([NH:21][C:22]2[CH:30]=[CH:29][C:25]([C:26]([OH:28])=O)=[CH:24][CH:23]=2)[C:8]2[CH:12]=[C:11]([C:13]3[CH:14]=[N:15][CH:16]=[C:17](C)[CH:18]=3)[O:10][C:9]=2[CH3:20])[CH2:6][CH2:5][CH2:4][CH2:3][CH2:2]1.[CH3:31][NH:32][CH2:33][CH2:34][C:35]([O:37]CC)=[O:36].Cl.C(N=C=NCCCN(C)C)C.O.[OH:53][C:54]1C2N=NNC=2C=CC=1>CN(C)C=O.C(OCC)(=O)C.C(N(CC)CC)C>[CH:1]1([CH:7]([NH:21][C:22]2[CH:30]=[CH:29][C:25]([C:26]([N:32]([CH3:31])[CH2:33][CH2:34][C:35]([OH:37])=[O:36])=[O:28])=[CH:24][CH:23]=2)[C:8]2[CH:12]=[C:11]([C:13]3[CH:14]=[N:15][CH:16]=[C:17]([O:53][CH3:54])[CH:18]=3)[O:10][C:9]=2[CH3:20])[CH2:2][CH2:3][CH2:4][CH2:5][CH2:6]1 |f:2.3,4.5|. Procedure details: A solution of 4-({cyclohexyl[2-methyl-5-(5-methylpyridin-3-yl)furan-3-yl]methyl}amino)benzoic acid (162 mg), ethyl 3-(methylamino)propanoate (63 mg), 1-ethyl-3-(3-dimethylaminopropyl)carbodiimide hydrochloride (92 mg), hydroxybenzotriazole monohydrate (74 mg) and triethylamine (67 μL) in N,N-dimethylformamide (10 mL) was stirred at room temperature for 4 hr. Ethyl acetate was added, the mixture was washed with saturated aqueous sodium hydrogen carbonate solution and water, and the organic layer ... The reactants are CC(C)(C)OC(=O)N1CCCC(Nc2ccccc2[N+](=O)[O-])C1, CO. The product is CC(C)(C)OC(=O)N1CCCC(Nc2ccccc2N)C1. As a reaction SMILES: [C:1]([CH3:2])([CH3:3])([CH3:4])[O:5][C:6](=[O:7])[N:8]1[CH2:9][CH:10]([NH:14][c:15]2[c:16]([N+:21]([O-:22])=[O:23])[cH:17][cH:18][cH:19][cH:20]2)[CH2:11][CH2:12][CH2:13]1.[CH3:24][OH:25]>>[C:1]([CH3:2])([CH3:3])([CH3:4])[O:5][C:6](=[O:7])[N:8]1[CH2:9][CH:10]([NH:14][c:15]2[c:16]([NH2:21])[cH:17][cH:18][cH:19][cH:20]2)[CH2:11][CH2:12][CH2:13]1. Reactants: diazo, S([O-])(O)=O.[Na+] (sodium bisulfite), Cl (HCl), O (water), NC1=C(C#N)C=CC(=C1)C (2-amino-4-methylbenzonitrile), Cl (HCl), N(=O)[O-].[Na+] (sodium nitrite). The reagents and catalysts are S(=O)(=O)([O-])[O-].[Cu+2] (copper sulfate). Run at time 15 minute. Product: C(#N)C1=C(C=C(C=C1)C)S(=O)(=O)Cl (2-Cyano-5-methylbenzenesulfonyl chloride). Yield: 52.0%. As a reaction SMILES: N[C:2]1[CH:9]=[C:8]([CH3:10])[CH:7]=[CH:6][C:3]=1[C:4]#[N:5].N([O-])=O.[Na+].[S:15](=[O:18])(O)[O-:16].[Na+].O.[ClH:21]>S([O-])([O-])(=O)=O.[Cu+2]>[C:4]([C:3]1[CH:6]=[CH:7][C:8]([CH3:10])=[CH:9][C:2]=1[S:15]([Cl:21])(=[O:18])=[O:16])#[N:5] |f:1.2,3.4,7.8|. Reported procedure: To a solution of 2-amino-4-methylbenzonitrile (2.65 g, 20 mmol), as prepared in the preceding step, in 30% aqueous HCl (7 mL) was added 40% aqueous sodium nitrite (6 mL) at 0°-5° C. After 15 minute, to the diazo solution were added 30% HCl (15 mL), copper sulfate (100 mg) and 40% aqueous sodium bisulfite (15 mL) at 5°-10° C. The mixture was stirred for 30 minute, then additional water (50 mL) was added. The mixture was extracted into dichloromethane (3×50 mL), and the dichloromethane solution wa... Product: FC=1C=CC=C2OC=3C(=C(C=CC3C(C12)=O)OCC(=O)O)C (8-fluoro-4-methyl-9-oxo-9H-xanthene-3-yloxyacetic acid). As a reaction SMILES: [F:1][C:2]1[CH:3]=[CH:4][CH:5]=[C:6]2[C:15]=1[C:14](=[O:16])[C:13]1[CH:12]=[CH:11][C:10]([OH:17])=[C:9]([CH3:18])[C:8]=1[O:7]2.C(=O)([O-])[O-].[K+].[K+].Br[CH2:26][C:27]([O:29]CC)=[O:28].[OH-].[Na+].Cl>O.CN(C=O)C>[F:1][C:2]1[CH:3]=[CH:4][CH:5]=[C:6]2[C:15]=1[C:14](=[O:16])[C:13]1[CH:12]=[CH:11][C:10]([O:17][CH2:26][C:27]([OH:29])=[O:28])=[C:9]([CH3:18])[C:8]=1[O:7]2 |f:1.2.3,5.6|. Solvent: O (water), CN(C)C=O (DMF). Run at time 2 hour. Isolated yield 75.4%. Procedure details: A mixture of 1.5 g of 8-fluoro-3-hydroxy-4-methyl9-oxo-9H-xanthene, 3.0 g of potassium carbonate, 3.6 g of ethyl bromoacetate and 40 ml of DMF was stirred at 60°-70° C. for 2 hours. After cooling the mixture, sodium hydroxide (3 g) and water (40 ml) were added and the resulting mixture was stirred at 90°-100° C. for 30 minutes. After cooling, the mixture was rendered acidic with hydrochloric acid and the solid crystal was recovered by filtration, washed with water and dried. Recrystallization fr... Reactants: [OH-].[Na+] (sodium hydroxide), Cl (hydrochloric acid), FC=1C=CC=C2OC=3C(=C(C=CC3C(C12)=O)O)C (8-fluoro-3-hydroxy-4-methyl9-oxo-9H-xanthene), C([O-])([O-])=O.[K+].[K+] (potassium carbonate), BrCC(=O)OCC (ethyl bromoacetate).